This data is from the Open Reaction Database (ORD), a public repository of structured organic reaction records. The task is: describe an organic reaction: reactants, conditions, products, and yield Run at time 16 hour. The yield is 81.2%. RXN SMILES: Br[CH:2]([CH3:9])[CH2:3][C:4]([O:6][CH2:7][CH3:8])=[O:5].[NH:10]1[CH2:15][CH2:14][CH2:13][CH2:12][CH2:11]1>CN(C)C=O.C(OCC)(=O)C>[N:10]1([CH2:9][CH2:2][CH2:3][C:4]([O:6][CH2:7][CH3:8])=[O:5])[CH2:15][CH2:14][CH2:13][CH2:12][CH2:11]1. The solvent is C(C)(=O)OCC (ethyl acetate), CN(C=O)C (N,N-dimethylformamide). Product: N1(CCCCC1)CCCC(=O)OCC (ethyl 4-piperidin-1-ylbutanoate). Reported procedure: To a solution of ethyl 3-bromobutanoate (6.0 mL, 42 mmol) in N,N-dimethylformamide (20 mL) at 0° C. was added piperidine (8.0 mL, 80 mmol) and the mixture was warmed to room temperature then stirred 16 h. The reaction mixture was diluted with ethyl acetate (200 mL) and washed with a solution of brine and 2.0M aqueous sodium hydroxide (4:1 v/v). The organic phase was then dried over anhydrous sodium sulfate, filtered and concentrated to give ethyl 4-piperidin-1-ylbutanoate (6.8 g, 81% yield) as b... Starting materials: BrC(CC(=O)OCC)C (ethyl 3-bromobutanoate), N1CCCCC1 (piperidine). Starting materials: CCOC(COCc1ccc(Br)cc1)OCC, CCOCC, Cl. Yields the product O=CCOCc1ccc(Br)cc1. As a reaction SMILES: [Br:2][c:3]1[cH:4][cH:5][c:6]([CH2:9][O:10][CH2:11][CH:12]([O:13][CH2:17][CH3:18])[O:14][CH2:15][CH3:16])[cH:7][cH:8]1.[CH3:19][CH2:20][O:21][CH2:22][CH3:23].[ClH:1]>>[Br:2][c:3]1[cH:4][cH:5][c:6]([CH2:9][O:10][CH2:11][CH:12]=[O:13])[cH:7][cH:8]1. Reactants: ( 2a ), [H-].[Na+] (sodium hydride), COC1=CC=C(CCl)C=C1 (4-methoxybenzyl chloride), C[C@H]1[C@@H](C([C@@H]2CCC=3C4=CC[C@H]([C@@H](CCCC(C)C)C)[C@]4(CCC3[C@]2(C1)C)C)C)O (2a, 4-dimethyl-5a-cholesta-8,14-dien-3b-ol), C[C@H](CCCC(C)C)[C@H]1CC[C@@H]\2[C@@]1(CCC/C2=C\C=C/3\C[C@H](CCC3=C)O)C (7-dehydrocholesterol), ( 6 ), CN(C=O)C (N,N-dimethylformamide). Solvent: O1CCCC1 (tetrahydrofuran). Product: COC1=CC=C(COCC2=CC=C(C=C2)OC)C=C1 (p-methoxybenzyl ether). RXN SMILES: C[C@@H]1C[C@@:25]2(C)[C@@H](CC[C:8]3[C:9]4[C@:21](C)([CH2:22][CH2:23][C:24]=32)[C@@H]([C@H](C)CCCC(C)C)CC=4)C(C)[C@H]1O.C[C@@H]([C@@H]1[C@@]2(C)CCC/C(=C\C=C3\C[C@@H]([OH:57])CCC\3=C)/[C@@H]2CC1)CCCC(C)C.[H-].[Na+].[CH3:61][O:62][C:63]1[CH:70]=[CH:69][C:66]([CH2:67]Cl)=[CH:65][CH:64]=1.CN(C)[CH:73]=[O:74]>O1CCCC1>[CH3:61][O:62][C:63]1[CH:70]=[CH:69][C:66]([CH2:67][O:57][CH2:25][C:24]2[CH:8]=[CH:9][C:21]([O:74][CH3:73])=[CH:22][CH:23]=2)=[CH:65][CH:64]=1 |f:2.3|. Procedure details: The starting species, Compound 2a, 4-dimethyl-5a-cholesta-8,14-dien-3b-ol, was prepared from 7-dehydrocholesterol (Sigma Chemical Co., P.O. Box 14508, St. Louis, Mo. 63178) by the method described by Bloch and Gautschi in J. Chem. Soc., 223 (6), 1343 (1958). Treatment of the 8,14-dien-3b-ol (2a) with sodium hydride (Alfa Products, P.O. Box 299, Danvers, Mass. 01923) and 4-methoxybenzyl chloride [prepared by the method described by R. L. Schriner and C. J. Hull in J. Org. Chem., 10, 228 (1945)] i... The reactants are BrCC=1C=C(C=O)C=CC1 (3-(bromomethyl)benzaldehyde), P(OC)(OC)OC (trimethyl phosphite). Reaction conditions: temperature 100 celsius, time 3 hour. Product: C(=O)C=1C=C(CP(OC)(OC)=O)C=CC1 (dimethyl (3-formylbenzyl)phosphonate). RXN SMILES: Br[CH2:2][C:3]1[CH:4]=[C:5]([CH:8]=[CH:9][CH:10]=1)[CH:6]=[O:7].[P:11]([O:16]C)([O:14][CH3:15])[O:12][CH3:13]>>[CH:6]([C:5]1[CH:4]=[C:3]([CH:10]=[CH:9][CH:8]=1)[CH2:2][P:11](=[O:16])([O:14][CH3:15])[O:12][CH3:13])=[O:7]. Procedure details: A mixture of 0.60 g of 3-(bromomethyl)benzaldehyde and 0.45 ml of trimethyl phosphite was stirred at 100° C. for 3 hours. The reaction mixture was subjected to silica gel column chromatography to obtain 0.62 g of oily dimethyl (3-formylbenzyl)phosphonate [Compound No. (x)]. The solvent is CO (methanol). Reported procedure: 4-(2-Acetaminoethyl)-benzoic acid was reacted with nitrating acid to 4-(2-acetaminoethyl)-3-nitro-benzoic acid, M.p. 189° C. (from methanol). The following catalytical hydrogenation yielded the 4-(2-acetaminoethyl)-3-aminoethyl)-3-amino-benzoic acid with a melting point of 143° C. (from ethanol/petroleum ether). From this compound, there was obtained by diazotation and Sandmeyer-reaction the 4-(2-acetamino-ethyl)-3-chloro-benzoic acid having a melting point of 150° C. or by boiling up the diazo ... Reactants: N(C(=O)C)CCC1=CC=C(C(=O)O)C=C1 (4-(2-Acetaminoethyl)-benzoic acid), N(C(=O)C)CCC1=C(C=C(C(=O)O)C=C1)[N+](=O)[O-] (4-(2-acetaminoethyl)-3-nitro-benzoic acid). As a reaction SMILES: N(CCC1C=CC(C(O)=O)=CC=1)C(C)=O.N(CC[C:22]1[CH:30]=[CH:29][C:25]([C:26]([OH:28])=[O:27])=[CH:24][C:23]=1[N+:31]([O-])=O)C(C)=O>CO>[NH2:31][C:23]1[CH:24]=[C:25]([CH:29]=[CH:30][CH:22]=1)[C:26]([OH:28])=[O:27]. The product is NC=1C=C(C(=O)O)C=CC1 (3-amino-benzoic acid), ethanol petroleum ether. Reactants: IC=1SC=CC1 (2-Iodothiophene), C(C)OC1=C(C=CC=C1)B(O)O (2-ethoxyphenylboronic acid). The product is C(C)OC1=C(C=CC=C1)C=1SC=CC1 (2-(2-ethoxyphenyl)thiophene). RXN SMILES: I[C:2]1[S:3][CH:4]=[CH:5][CH:6]=1.[CH2:7]([O:9][C:10]1[CH:15]=[CH:14][CH:13]=[CH:12][C:11]=1B(O)O)[CH3:8]>>[CH2:7]([O:9][C:10]1[CH:15]=[CH:14][CH:13]=[CH:12][C:11]=1[C:2]1[S:3][CH:4]=[CH:5][CH:6]=1)[CH3:8]. Procedure details: 2-Iodothiophene and 2-ethoxyphenylboronic acid were treated in a manner similar to Reference Example 26-(2) to give 2-(2-ethoxyphenyl)thiophene as a pale yellow solid. The reactants are C(C)(=O)C=1C=C2C(=C(NC2=CC1)[Si](C)(C)C)CCCO[Si](C)(C)C(C)(C)C (5-acetyl-3-[3-(t-butyldimethylsiloxy)propyl]-2-trimethylsily 1-1H-indole), solution, [OH-].[Na+] (NaOH). Run in C(C)#N (acetonitrile). Reaction conditions: temperature 23 celsius, time 24 hour. The product is [NH4+].[OH-] (NH4OH), C(C)(=O)C=1C=C2C(=CNC2=CC1)CCCO (1-[5-acetyl1H-indol-3-yl]-3-propanol). Isolated yield 167.5%. RXN SMILES: [C:1]([C:4]1[CH:5]=[C:6]2[C:10](=[CH:11][CH:12]=1)[NH:9][C:8]([Si](C)(C)C)=[C:7]2[CH2:17][CH2:18][CH2:19][O:20][Si](C(C)(C)C)(C)C)(=[O:3])[CH3:2].[OH-].[Na+]>C(#N)C>[NH4+:9].[OH-:3].[C:1]([C:4]1[CH:5]=[C:6]2[C:10](=[CH:11][CH:12]=1)[NH:9][CH:8]=[C:7]2[CH2:17][CH2:18][CH2:19][OH:20])(=[O:3])[CH3:2] |f:1.2,4.5|. Procedure details: To a solution of 5-acetyl-3-[3-(t-butyldimethylsiloxy)propyl]-2-trimethylsily 1-1H-indole (1.8 g, 5 mmol) in acetonitrile (100 mL) was added a 50% HF solution (4 mL) After stirring for 24 h at 23° C., the reaction was made basic (pH 10) by the addition of 50% NaOH solution and concentrated in vacuo. The residue was dissolved in ethyl acetate and washed with saturated NaCl and next with water. The organic phase was dried over MgSO4, filtered, and concentrated in vacuo. Silica gel chromatography (...